This data is from the Open Reaction Database (ORD), a public repository of structured organic reaction records. The task is: describe an organic reaction: reactants, conditions, products, and yield Product: ClC=1N(C2=CC(=C(C=C2C1C(CC)=O)Cl)Cl)[C@H]1[C@H](O)[C@H](O)[C@H](O1)CO (2,5,6-trichloro-3-propionyl-1-(β-D-ribofuranosyl)indole). Procedure: The same procedure was used for the synthesis of the 3-propionyl derivative 4.47 (FIG. 6A). 2,5,6-Trichloro-1-(5-O-acetyl-β-D-ribofuranosyl)indole (4.39, FIG. 6A) was acylated under Friedel-Crafts conditions with propionyl chloride and deprotected in two steps to yield the desired 2,5,6-trichloro-3-propionyl-1-(β-D-ribofuranosyl)indole (4.47, FIG. 6A). As a reaction SMILES: [Cl:1][C:2]1[N:3]([C@@H:13]2[O:19][C@H:18]([CH2:20][O:21]C(=O)C)[C@@H:16]([OH:17])[C@H:14]2[OH:15])[C:4]2[C:9]([CH:10]=1)=[CH:8][C:7]([Cl:11])=[C:6]([Cl:12])[CH:5]=2.[C:25](Cl)(=[O:28])[CH2:26][CH3:27]>>[Cl:1][C:2]1[N:3]([C@@H:13]2[O:19][C@H:18]([CH2:20][OH:21])[C@@H:16]([OH:17])[C@H:14]2[OH:15])[C:4]2[C:9]([C:10]=1[C:25](=[O:28])[CH2:26][CH3:27])=[CH:8][C:7]([Cl:11])=[C:6]([Cl:12])[CH:5]=2. The reactants are 3-propionyl, ClC=1N(C2=CC(=C(C=C2C1)Cl)Cl)[C@H]1[C@H](O)[C@H](O)[C@H](O1)COC(C)=O (2,5,6-Trichloro-1-(5-O-acetyl-β-D-ribofuranosyl)indole), C(CC)(=O)Cl (propionyl chloride). The reactants are [BH4-], CCCCCCCNC(=O)Cc1ccc(CO)cc1, [Na+], C1CCOC1. The product is CCCCCCCNCCc1ccc(CO)cc1. RXN SMILES: [BH4-:20].[CH2:1]([CH2:2][CH2:3][CH2:4][CH2:5][CH2:6][CH3:7])[NH:8][C:9]([CH2:10][c:11]1[cH:12][cH:13][c:14]([CH2:17][OH:18])[cH:15][cH:16]1)=[O:19].[Na+:21].[O:22]1[CH2:23][CH2:24][CH2:25][CH2:26]1>>[CH2:1]([CH2:2][CH2:3][CH2:4][CH2:5][CH2:6][CH3:7])[NH:8][CH2:9][CH2:10][c:11]1[cH:12][cH:13][c:14]([CH2:17][OH:18])[cH:15][cH:16]1. Starting materials: BrC1=CC=C(C=C1)C1(CC1)C(=O)N1C[C@]2(CC1)OC(C1=C2C=CC=C1)=O ((1R)-1′-{[1-(4-Bromophenyl)cyclopropyl]carbonyl}-3H-spiro[2-benzofuran-1,3′-pyrrolidin]-3-one), N1C(C=CC=C1)=O (pyrid-2-one), O1CCOCC1 (1,4-dioxane), CN[C@@H]1[C@H](CCCC1)NC ((1S,2S)—N,N′-dimethylcyclohexane-1,2-diamine), C([O-])([O-])=O.[K+].[K+] (potassium carbonate). Reagents/catalysts: [Cu]I (copper(I) iodide). Conditions: temperature 160 celsius. Yields the product O=C1N(C=CC=C1)C1=CC=C(C=C1)C1(CC1)C(=O)N1C[C@]2(CC1)OC(C1=C2C=CC=C1)=O ((1R)-1′-({1-[4-(2-Oxopyridin-1(2H)-yl)phenyl]cyclopropyl}carbonyl)-3H-spiro[2-benzofuran-1,3′-pyrrolidin]-3-one). As a reaction SMILES: Br[C:2]1[CH:7]=[CH:6][C:5]([C:8]2([C:11]([N:13]3[CH2:17][CH2:16][C@@:15]4([C:21]5[CH:22]=[CH:23][CH:24]=[CH:25][C:20]=5[C:19](=[O:26])[O:18]4)[CH2:14]3)=[O:12])[CH2:10][CH2:9]2)=[CH:4][CH:3]=1.[NH:27]1[CH:32]=[CH:31][CH:30]=[CH:29][C:28]1=[O:33].O1CCOCC1.CN[C@H]1CCCC[C@@H]1NC.C(=O)([O-])[O-].[K+].[K+]>[Cu]I>[O:33]=[C:28]1[CH:29]=[CH:30][CH:31]=[CH:32][N:27]1[C:2]1[CH:7]=[CH:6][C:5]([C:8]2([C:11]([N:13]3[CH2:17][CH2:16][C@@:15]4([C:21]5[CH:22]=[CH:23][CH:24]=[CH:25][C:20]=5[C:19](=[O:26])[O:18]4)[CH2:14]3)=[O:12])[CH2:10][CH2:9]2)=[CH:4][CH:3]=1 |f:4.5.6|. Procedure details: To a solution of (1R)-1′-{[1-(4-bromophenyl)cyclopropyl]carbonyl}-3H-spiro[2-benzofuran-1,3′-pyrrolidin]-3-one (30.0 mg, 0.0000728 mol, example 238), pyrid-2-one (8.30 mg, 0.0000873 mol) in 1,4-dioxane (2 mL, 0.02 mol) were added (1S,2S)—N,N′-dimethylcyclohexane-1,2-diamine (2.1 mg, 0.000014 mol), copper(I) iodide (1.4 mg, 0.0000073 mol), and potassium carbonate (21.1 mg, 0.000153 mol). The mixture was heated at 160° C. for 60 minutes. The reaction mixture was filtered, and the filtrate was conc... The reactants are CN(C=O)C (Dimethylformamide), [H-].[Na+] (sodium hydride), ClC1=C(C=CC(=C1)OC1=NC=NC2=CC(=C(C=C12)OC)OC)NC(OCC1=C(C=CC=C1)Cl)=O (2-chlorobenzyl N-{2-chloro-4-[(6,7-dimethoxy-4-quinazolinyl)oxy]phenyl}carbamate), CN(C=O)C (dimethylformamide), CI (methyl iodide). Run in O (Water). Run at time 10 minute. The product is ClC1=C(C=CC(=C1)OC1=NC=NC2=CC(=C(C=C12)OC)OC)N(C(OCC1=C(C=CC=C1)Cl)=O)C (2-Chlorobenzyl N-{2-chloro-4-[(6,7-dimethoxy-4-quinazolinyl)oxy]phenyl}-N-methylcarbamate). Isolated yield 85.0%. Reaction SMILES: [CH3:1]N(C)C=O.[H-].[Na+].[Cl:8][C:9]1[CH:14]=[C:13]([O:15][C:16]2[C:25]3[C:20](=[CH:21][C:22]([O:28][CH3:29])=[C:23]([O:26][CH3:27])[CH:24]=3)[N:19]=[CH:18][N:17]=2)[CH:12]=[CH:11][C:10]=1[NH:30][C:31](=[O:41])[O:32][CH2:33][C:34]1[CH:39]=[CH:38][CH:37]=[CH:36][C:35]=1[Cl:40].CI>O>[Cl:8][C:9]1[CH:14]=[C:13]([O:15][C:16]2[C:25]3[C:20](=[CH:21][C:22]([O:28][CH3:29])=[C:23]([O:26][CH3:27])[CH:24]=3)[N:19]=[CH:18][N:17]=2)[CH:12]=[CH:11][C:10]=1[N:30]([CH3:1])[C:31](=[O:41])[O:32][CH2:33][C:34]1[CH:39]=[CH:38][CH:37]=[CH:36][C:35]=1[Cl:40] |f:1.2|. Procedure: Dimethylformamide (5 ml) was added to sodium hydride (11 mg), and 2-chlorobenzyl N-{2-chloro-4-[(6,7-dimethoxy-4-quinazolinyl)oxy]phenyl}carbamate (65 mg) was added to the mixture. Subsequently, a dimethylformamide solution (2 ml) of methyl iodide (77 mg) was added thereto, and the mixture was stirred at room temperature for 10 min. Water was added to stop the reaction, and the reaction solution was then extracted with ethyl acetate, followed by washing with water and saturated brine in that ord... Starting materials: CC=1C(=NNC1)C1=CC=CC=C1 (4-methyl-3-phenylpyrazole), BrC(C(=O)N(C)C)CCC (2-bromo-N,N-dimethylvaleramide), ClC(C(=O)N(C)C)C (2-chloro-N,N-dimethylpropionamide). Yields the product O1C(=CC=C1)C1=NN(C=C1C)C(C(=O)N(C)C)CCC (3-(2-furyl)-N,N,4-trimethyl-α-propylpyrazole-1-acetamide). As a reaction SMILES: [CH3:1][C:2]1[C:3]([C:7]2[CH:12]=[CH:11][CH:10]=CC=2)=[N:4][NH:5][CH:6]=1.Br[CH:14]([CH2:20][CH2:21][CH3:22])[C:15]([N:17]([CH3:19])[CH3:18])=[O:16].ClC(C)C(N(C)C)=[O:26]>>[O:26]1[CH:10]=[CH:11][CH:12]=[C:7]1[C:3]1[C:2]([CH3:1])=[CH:6][N:5]([CH:14]([CH2:20][CH2:21][CH3:22])[C:15]([N:17]([CH3:19])[CH3:18])=[O:16])[N:4]=1. Reported procedure: Following the procedure of Example 1, but substituting 3-(2-furyl)-4-methylpyrazole for 4-methyl-3-phenylpyrazole and 2-bromo-N,N-dimethylvaleramide for 2-chloro-N,N-dimethylpropionamide there was obtained 3-(2-furyl)-N,N,4-trimethyl-α-propylpyrazole-1-acetamide having a melting point of 107°-109° C. The reactants are C(C)(C)(C)O (tert-butanol), [O-]S(=O)(=O)[O-].[Mg+2] (MgSO4), BrC1=CC=C(S1)C(=O)O (5-bromo-thiophene-2-carboxylic acid), OS(=O)(=O)O (H2SO4). Run in C(Cl)Cl (CH2Cl2). Run at time 15 minute. Product: C(C)(C)(C)OC(=O)C=1SC(=CC1)Br (5-Bromo-thiophene-2-carboxylic acid tert-butyl ester). Yield: 94.4%. Reaction SMILES: [O-]S([O-])(=O)=O.[Mg+2].OS(O)(=O)=O.[Br:12][C:13]1[S:17][C:16]([C:18]([OH:20])=[O:19])=[CH:15][CH:14]=1.[C:21](O)([CH3:24])([CH3:23])[CH3:22]>C(Cl)Cl>[C:21]([O:19][C:18]([C:16]1[S:17][C:13]([Br:12])=[CH:14][CH:15]=1)=[O:20])([CH3:24])([CH3:23])[CH3:22] |f:0.1|. Reported procedure: To a mixture of anhydrous MgSO4 (11.60 g, 96.4 mmol) in 100 mL CH2Cl2 was added concentrated H2SO4 (1.45 mL, 24.1 mmol) and the mixture was stirred for 15 minutes followed by addition of 5-bromo-thiophene-2-carboxylic acid (5.0 g, 24.1 mmol). After stirring for 1 minute, tert-butanol (11.6 g, 20 mmol) was added and the reaction was stirred at room temperature for 18 h. The reaction was quenched with saturated NaHCO3. The layers were separated, the aqueous layer was extracted with CH2Cl2, and the... Reactants: C(=O)(N1C=NC=C1)N1C=NC=C1 (carbonyldiimidazole), OC=1C(=C2CCC(OC2=C(C1C)C)(C(=O)O)C)C (6-Hydroxy-2,5,7,8-tetramethylchroman-2-carboxylic acid), amine. The solvent is C1CCOC1 (THF). Reaction conditions: time 1 hour. The product is OC=1C(=C2CCC(OC2=C(C1C)C)(C(=O)N)C)C (6-hydroxy-2,5,7,8-tetramethylchroman-2-carboxamide). RXN SMILES: [OH:1][C:2]1[C:3]([CH3:18])=[C:4]2[C:9](=[C:10]([CH3:13])[C:11]=1[CH3:12])[O:8][C:7]([CH3:17])([C:14](O)=[O:15])[CH2:6][CH2:5]2.C(N1C=CN=C1)([N:21]1C=CN=C1)=O>C1COCC1>[OH:1][C:2]1[C:3]([CH3:18])=[C:4]2[C:9](=[C:10]([CH3:13])[C:11]=1[CH3:12])[O:8][C:7]([CH3:17])([C:14]([NH2:21])=[O:15])[CH2:6][CH2:5]2. Procedure: 6-Hydroxy-2,5,7,8-tetramethylchroman-2-carboxylic acid (1 equiv.) was dissolved to 0.2 M THF and the stirred pale yellow solution treated with carbonyldiimidazole (CDI) (1.1 equiv.). The reaction was let stir for one hour and a solution of amine (1.1 equiv 0.2 M in THF) was added over one hour and the reaction stirred overnight. The solution was concentrated, dissolved to 0.04 M in CH2Cl2 and washed sequentially with half-volumes of 0.5 M HCl, 1.0 M NaHCO3, saturated NaCl, the organic layer drie... Reactants: ClC1=CC=C(C=N1)C1=NC=2NC(N(C(C2N1)=O)CCC)=O (8-(6-Chloro-pyridin-3-yl)-1-propyl-3,7-dihydro-purine-2,6-dione), FC(C=1C=C(CN)C=CC1)(F)F (3-Trifluoromethyl-benzylamine). Run at temperature 200 celsius, time 48 hour. The product is C(CC)N1C(NC=2N=C(NC2C1=O)C=1C=NC(=CC1)NCC1=CC(=CC=C1)C(F)(F)F)=O (1-Propyl-8-[6-(3-trifluoromethyl-benzylamino)-pyridin-3-yl]-3,7-dihydro-purine-2,6-dione), solid. Isolated yield 84.0%. RXN SMILES: Cl[C:2]1[N:7]=[CH:6][C:5]([C:8]2[NH:16][C:15]3[C:14](=[O:17])[N:13]([CH2:18][CH2:19][CH3:20])[C:12](=[O:21])[NH:11][C:10]=3[N:9]=2)=[CH:4][CH:3]=1.[F:22][C:23]([F:33])([F:32])[C:24]1[CH:25]=[C:26]([CH:29]=[CH:30][CH:31]=1)[CH2:27][NH2:28]>>[CH2:18]([N:13]1[C:14](=[O:17])[C:15]2[NH:16][C:8]([C:5]3[CH:6]=[N:7][C:2]([NH:28][CH2:27][C:26]4[CH:29]=[CH:30][CH:31]=[C:24]([C:23]([F:22])([F:32])[F:33])[CH:25]=4)=[CH:3][CH:4]=3)=[N:9][C:10]=2[NH:11][C:12]1=[O:21])[CH2:19][CH3:20]. Procedure: A mixture of 8-(6-Chloro-pyridin-3-yl)-1-propyl-3,7-dihydro-purine-2,6-dione (0.5 g, 1.6 mmol) and 3-Trifluoromethyl-benzylamine (3 ml) was stirred in sealed tube for 48 hours at 200° C. Reaction mixture was cooled and filtered, washed with ethanol to get 1-Propyl-8-[6-(3-trifluoromethyl-benzylamino)-pyridin-3-yl]-3,7-dihydro-purine-2,6-dione as off white solid (0.61 g, 84%). RXN SMILES: C=O.CN1N=NC(C[C:10]2[CH:11]=[C:12]3[C:16](=[CH:17][CH:18]=2)[NH:15][CH:14]=[C:13]3[CH2:19][CH2:20]N)=N1.[BH3-][C:23]#[N:24].[Na+].[C:26]([O-])([O-])=O.[K+].[K+]>CO.C(O)(=O)C>[CH3:26][N:24]([CH3:23])[CH2:20][CH2:19][C:13]1[C:12]2[C:16](=[CH:17][CH:18]=[CH:10][CH:11]=2)[NH:15][CH:14]=1 |f:2.3,4.5.6|. Solvent: CO (methanol), CO (methanol), C(C)(=O)O (acetic acid). Isolated yield 87.0%. Run at time 2 hour. Product: CN(CCC1=CNC2=CC=CC=C12)C (N,N-dimethyltryptamine). The reactants are C=O (formaldehyde), solution, CN1N=C(N=N1)CC=1C=C2C(=CNC2=CC1)CCN (2-[5-(2-methyltetrazol-5-ylmethyl)-1H-indol-3-yl]ethylamine), [BH3-]C#N.[Na+] (NaCNBH3), C(=O)([O-])[O-].[K+].[K+] (K2CO3). Reported procedure: A solution of formaldehyde (80 mg of a 30% solution) in methanol (15 ml) was added to a stirred solution of 2-[5-(2-methyltetrazol-5-ylmethyl)-1H-indol-3-yl]ethylamine (0.1 g, 0.4 mmol), NaCNBH3 (60 mg) and glacial acetic acid (0.12 g) in methanol (15 ml). The solution was stirred for 2 h, basified with K2CO3 solution and the MeOH removed under vacuum. The crude product obtained after extraction into ethylacetate and removal of solvent was chromatographed through silica-gel eluting with CH2Cl2 /... Starting materials: [C-]#N, CC(=O)O, CS(=O)(=O)c1ccc(Oc2ccc(Cl)c(Cl)c2)c(N)c1, O=N[O-], [Na+], N#C[Na], O, O=S(=O)(O)O. The product is CS(=O)(=O)c1ccc(Oc2ccc(Cl)c(Cl)c2)c(C#N)c1. RXN SMILES: [C-:30]#[N:31].[CH3:36][C:37](=[O:38])[OH:39].[Cl:1][c:2]1[cH:3][c:4]([O:5][c:6]2[c:7]([NH2:16])[cH:8][c:9]([S:12](=[O:13])(=[O:14])[CH3:15])[cH:10][cH:11]2)[cH:17][cH:18][c:19]1[Cl:20].[N:26]([O-:27])=[O:28].[Na+:29].[Na:32][C:33]#[N:34].[OH2:35].[S:21](=[O:22])(=[O:23])([OH:24])[OH:25]>>[Cl:1][c:2]1[cH:3][c:4]([O:5][c:6]2[c:7]([C:33]#[N:34])[cH:8][c:9]([S:12](=[O:13])(=[O:14])[CH3:15])[cH:10][cH:11]2)[cH:17][cH:18][c:19]1[Cl:20].